From a dataset of the Open Reaction Database (ORD), a public repository of structured organic reaction records. describe an organic reaction: reactants, conditions, products, and yield The reactants are CN1C(=O)CCC2(C)c3ccc(Br)cc3CCC12, C#Cc1ccccc1. The product is CN1C(=O)CCC2(C)c3ccc(C#Cc4ccccc4)cc3CCC12. As a reaction SMILES: [CH3:1][N:2]1[C:3](=[O:18])[CH2:4][CH2:5][C:6]2([CH3:17])[c:7]3[c:8]([cH:12][c:13]([Br:16])[cH:14][cH:15]3)[CH2:9][CH2:10][CH:11]12.[c:19]1([C:25]#[CH:26])[cH:20][cH:21][cH:22][cH:23][cH:24]1>>[CH3:1][N:2]1[C:3](=[O:18])[CH2:4][CH2:5][C:6]2([CH3:17])[c:7]3[c:8]([cH:12][c:13]([C:26]#[C:25][c:19]4[cH:20][cH:21][cH:22][cH:23][cH:24]4)[cH:14][cH:15]3)[CH2:9][CH2:10][CH:11]12.